This data is from the Open Reaction Database (ORD), a public repository of structured organic reaction records. The task is: describe an organic reaction: reactants, conditions, products, and yield The reactants are Cc1cc(Br)ccn1, COc1cccc(-c2cccn3nc(N)nc23)c1, CC(C)(C)[O-], Cc1ccccc1, [Na+], O=C(C=Cc1ccccc1)C=Cc1ccccc1, O=C(C=Cc1ccccc1)C=Cc1ccccc1, O=C(C=Cc1ccccc1)C=Cc1ccccc1, [Pd], [Pd], Cc1cc(C)cc(P(c2cc(C)cc(C)c2)c2ccc3ccccc3c2-c2c(P(c3cc(C)cc(C)c3)c3cc(C)cc(C)c3)ccc3ccccc23)c1. Product: COc1cccc(-c2cccn3nc(Nc4ccnc(C)c4)nc23)c1. As a reaction SMILES: [Br:19][c:20]1[cH:21][c:22]([CH3:26])[n:23][cH:24][cH:25]1.[CH3:1][O:2][c:3]1[cH:4][c:5](-[c:9]2[c:10]3[n:11]([cH:12][cH:13][cH:14]2)[n:15][c:16]([NH2:18])[n:17]3)[cH:6][cH:7][cH:8]1.[CH3:27][C:28]([CH3:29])([O-:30])[CH3:31].[CH3:87][c:88]1[cH:89][cH:90][cH:91][cH:92][cH:93]1.[Na+:32].[O:114]=[C:115]([CH:116]=[CH:117][c:118]1[cH:119][cH:120][cH:121][cH:122][cH:123]1)[CH:124]=[CH:125][c:126]1[cH:127][cH:128][cH:129][cH:130][cH:131]1.[O:132]=[C:133]([CH:134]=[CH:135][c:136]1[cH:137][cH:138][cH:139][cH:140][cH:141]1)[CH:142]=[CH:143][c:144]1[cH:145][cH:146][cH:147][cH:148][cH:149]1.[O:96]=[C:97]([CH:98]=[CH:99][c:100]1[cH:101][cH:102][cH:103][cH:104][cH:105]1)[CH:106]=[CH:107][c:108]1[cH:109][cH:110][cH:111][cH:112][cH:113]1.[Pd:94].[Pd:95].[c:33]1([P:34]([c:35]2[cH:36][c:37]([CH3:38])[cH:39][c:40]([CH3:41])[cH:42]2)[c:43]2[cH:44][cH:45][c:46]3[c:47]([cH:48][cH:49][cH:50][cH:51]3)[c:52]2-[c:53]2[c:54]3[c:55]([cH:56][cH:57][cH:58][cH:59]3)[cH:60][cH:61][c:62]2[P:63]([c:64]2[cH:65][c:66]([CH3:67])[cH:68][c:69]([CH3:70])[cH:71]2)[c:72]2[cH:73][c:74]([CH3:75])[cH:76][c:77]([CH3:78])[cH:79]2)[cH:80][c:81]([CH3:82])[cH:83][c:84]([CH3:85])[cH:86]1>>[CH3:1][O:2][c:3]1[cH:4][c:5](-[c:9]2[c:10]3[n:11]([cH:12][cH:13][cH:14]2)[n:15][c:16]([NH:18][c:20]2[cH:21][c:22]([CH3:26])[n:23][cH:24][cH:25]2)[n:17]3)[cH:6][cH:7][cH:8]1. The reactants are CO, Cc1ccccc1, CC(C)(C)C(=O)C=Cc1ccc(Cl)cc1, OCCSCCO. Yields the product CC(C)(C)C(=O)CCc1ccc(Cl)cc1. Reaction SMILES: [CH3:23][OH:24].[CH3:25][c:26]1[cH:27][cH:28][cH:29][cH:30][cH:31]1.[Cl:1][c:2]1[cH:3][cH:4][c:5]([CH:8]=[CH:9][C:10]([C:11]([CH3:12])([CH3:13])[CH3:14])=[O:15])[cH:6][cH:7]1.[OH:16][CH2:17][CH2:18][S:19][CH2:20][CH2:21][OH:22]>>[Cl:1][c:2]1[cH:3][cH:4][c:5]([CH2:8][CH2:9][C:10]([C:11]([CH3:12])([CH3:13])[CH3:14])=[O:15])[cH:6][cH:7]1. Yields the product ClC1=CC=CC(=N1)CO ((6-Chloro-pyridin-2-yl)-methanol). Isolated yield 17.8%. The reactants are [OH-].[Na+] (sodium hydroxide), ClC1=CC(=CC=C1)C(=O)OO (m-chloroperbenzoic acid), C(O)([O-])=O.[Na+] (sodium hydrogencarbonate), ClC1=NC(=CC=C1)C (2-chloro-6-methylpyridine). RXN SMILES: [Cl:1][C:2]1[CH:7]=[CH:6][CH:5]=[C:4]([CH3:8])[N:3]=1.ClC1C=CC=C(C(OO)=[O:17])C=1.C(=O)([O-])O.[Na+].[OH-].[Na+]>O.CO.ClCCl>[Cl:1][C:2]1[N:3]=[C:4]([CH2:8][OH:17])[CH:5]=[CH:6][CH:7]=1 |f:2.3,4.5|. Reaction conditions: temperature 40 celsius, time 1.5 hour. The solvent is CO (methanol), O (Water), O (Water), ClCCl (dichloromethane). Reported procedure: To a mixture of 2-chloro-6-methylpyridine (1.0 g, 7.84 mmol) and dichloromethane (20 mL) was added m-chloroperbenzoic acid (3.5 g, 13.2 mmol) on an ice bath, which was stirred for 1.5 hours at 40° C. Water and sodium hydrogencarbonate were added to the reaction mixture, which was then extracted with dichloromethane. The organic layer was separated, washed with water and saturated aqueous sodium chloride, dried over anhydrous magnesium sulfate, and filtered. The filtrate was concentrated under a ... The reactants are COc1ccc(C(c2ccc(O)cc2)C2CCCc3ccccc32)cc1, CC(C)=O, ClCCN1CCCCC1, Cl, [K+], [K+], O=C([O-])[O-]. The product is COc1ccc(C(c2ccc(OCCN3CCCC3)cc2)C2CCCc3ccccc32)cc1. Reaction SMILES: [CH3:1][O:2][c:3]1[cH:4][cH:5][c:6]([CH:9]([CH:10]2[CH2:11][CH2:12][CH2:13][c:14]3[cH:15][cH:16][cH:17][cH:18][c:19]32)[c:20]2[cH:21][cH:22][c:23]([OH:26])[cH:24][cH:25]2)[cH:7][cH:8]1.[CH3:43][C:44](=[O:45])[CH3:46].[Cl:34][CH2:35][CH2:36][N:37]1[CH2:38][CH2:39][CH2:40][CH2:41][CH2:42]1.[ClH:33].[K+:27].[K+:28].[O-:29][C:30]([O-:31])=[O:32]>>[CH3:1][O:2][c:3]1[cH:4][cH:5][c:6]([CH:9]([CH:10]2[CH2:11][CH2:12][CH2:13][c:14]3[cH:15][cH:16][cH:17][cH:18][c:19]32)[c:20]2[cH:21][cH:22][c:23]([O:26][CH2:41][CH2:42][N:37]3[CH2:36][CH2:40][CH2:39][CH2:38]3)[cH:24][cH:25]2)[cH:7][cH:8]1. Reactants: O=C1C(CCCC1)C(=O)OCC (ethyl 2-oxocyclohexanecarboxylate), O=C[C@H](O)[C@@H](O)[C@H](O)[C@H](O)CO (glucose), reaction mixture, ( 2 ), C=1N=C(C2=C(N1)N(C=N2)[C@H]3[C@@H]([C@@H]([C@H](O3)COP(=O)(O)OP(=O)(O)OC[C@@H]4[C@H]([C@H]([C@@H](O4)N5C=CCC(=C5)C(=O)N)O)O)O)OP(=O)(O)O)N (NADPH), O=C1C(CCCC1)C(=O)OCC (ethyl 2-oxocyclohexanecarboxylate), P(=O)([O-])([O-])[O-] (phosphate), O=C[C@H](O)[C@@H](O)[C@H](O)[C@H](O)CO (glucose), ( 2 ), 2U. Conditions: time 4 hour. The product is OC1C(CCCC1)C(=O)OCC (ethyl 2-hydroxycyclohexanecarboxylate). Isolated yield 99.0%. Reaction SMILES: [O:1]=[C:2]1[CH2:7][CH2:6][CH2:5][CH2:4][CH:3]1[C:8]([O:10][CH2:11][CH3:12])=[O:9].C1N=C(N)C2N=CN([C@@H]3O[C@H](COP(OP(OC[C@H]4O[C@@H](N5C=C(C(N)=O)CC=C5)[C@H](O)[C@@H]4O)(O)=O)(O)=O)[C@@H](O)[C@H]3OP(O)(O)=O)C=2N=1.P([O-])([O-])([O-])=O.O=C[C@@H]([C@H]([C@@H]([C@@H](CO)O)O)O)O>>[OH:1][CH:2]1[CH2:7][CH2:6][CH2:5][CH2:4][CH:3]1[C:8]([O:10][CH2:11][CH3:12])=[O:9]. Procedure: The asymmetric reduction of ethyl 2-oxocyclohexanecarboxylate was carried out by using this reductase (2). Namely, 4 ml of the reaction mixture containing the reductase (2) (2U), NADPH (0.8 μmol), ethyl 2-oxocyclohexanecarboxylate (100 μmol, 17 mg), phosphate buffer solution (pH 7.0, 400 μmol), glucose dehydrogenase (the same enzyme as that used in Example 4; 2U) and glucose (100,μmol) was incubated at 30° C. with gentle shaking to promote the reaction. After 4 hour-incubation, the reaction mixt...